This data is from the Open Reaction Database (ORD), a public repository of structured organic reaction records. The task is: describe an organic reaction: reactants, conditions, products, and yield Reaction SMILES: [C:39](=[O:40])([O-:41])[O-:42].[CH3:45][C:46]#[N:47].[Cl:1][c:2]1[cH:3][cH:4][c:5](-[c:8]2[n:9]([CH2:14][c:15]3[cH:16][cH:17][c:18]([O:21][CH3:22])[cH:19][cH:20]3)[c:10](=[O:13])[nH:11][n:12]2)[cH:6][cH:7]1.[Cl:23][CH2:24][C:25](=[O:26])[NH:27][CH2:28][c:29]1[cH:30][c:31]([C:35]([F:36])([F:37])[F:38])[cH:32][cH:33][cH:34]1.[K+:43].[K+:44]>>[Cl:1][c:2]1[cH:3][cH:4][c:5](-[c:8]2[n:9]([CH2:14][c:15]3[cH:16][cH:17][c:18]([O:21][CH3:22])[cH:19][cH:20]3)[c:10](=[O:13])[n:11]([CH2:24][C:25](=[O:26])[NH:27][CH2:28][c:29]3[cH:30][c:31]([C:35]([F:36])([F:37])[F:38])[cH:32][cH:33][cH:34]3)[n:12]2)[cH:6][cH:7]1. The reactants are O=C([O-])[O-], CC#N, COc1ccc(Cn2c(-c3ccc(Cl)cc3)n[nH]c2=O)cc1, O=C(CCl)NCc1cccc(C(F)(F)F)c1, [K+], [K+]. Product: COc1ccc(Cn2c(-c3ccc(Cl)cc3)nn(CC(=O)NCc3cccc(C(F)(F)F)c3)c2=O)cc1. Starting materials: CC(C)C(=O)Nc1cccc(C2CCNCC2)c1, CC(CCl)COc1cccc(Br)c1. Yields the product CC(COc1cccc(Br)c1)CN1CCC(c2cccc(NC(=O)C(C)C)c2)CC1. As a reaction SMILES: [CH3:14][CH:15]([C:16](=[O:17])[NH:18][c:19]1[cH:20][c:21]([CH:25]2[CH2:26][CH2:27][NH:28][CH2:29][CH2:30]2)[cH:22][cH:23][cH:24]1)[CH3:31].[Cl:1][CH2:2][CH:3]([CH2:4][O:5][c:6]1[cH:7][c:8]([Br:12])[cH:9][cH:10][cH:11]1)[CH3:13]>>[CH2:2]([CH:3]([CH2:4][O:5][c:6]1[cH:7][c:8]([Br:12])[cH:9][cH:10][cH:11]1)[CH3:13])[N:28]1[CH2:27][CH2:26][CH:25]([c:21]2[cH:20][c:19]([NH:18][C:16]([CH:15]([CH3:14])[CH3:31])=[O:17])[cH:24][cH:23][cH:22]2)[CH2:30][CH2:29]1.